This data is from the Open Reaction Database (ORD), a public repository of structured organic reaction records. The task is: describe an organic reaction: reactants, conditions, products, and yield The yield is 55.2%. Run in C(C(C)C)C(=O)C (methyl isobutyl ketone), O (water). Product: C1(=CC=CC=C1)CN1C(SCC1)=O (3-phenylmethyl-2-thiazolidinone). Reactants: S1C(NCC1)=O (2-thiazolidinone), C([O-])([O-])=O.[K+].[K+] (potassium carbonate), C(O)([O-])=O.[K+] (potassium hydrogen carbonate), C(C1=CC=CC=C1)Br (benzyl bromide). Reported procedure: A mixture containing 3.09 g (0.03 mol) of 2-thiazolidinone, 11.2 g of potassium carbonate, 1.8 g of potassium hydrogen carbonate, 0.5 ml of water, 30 ml of methyl isobutyl ketone and 3.0 ml (0.033 mol) of benzyl bromide is refluxed for 7 hours. After cooling down, the reaction mixture is washed twice with 30 ml of water each, the organic phase is dried and evaporated. The yellow oily product (which solidifies on standing) may be purified by column chromatography (by using Kieselgel 60 of 230-400... Reaction SMILES: [S:1]1[CH2:5][CH2:4][NH:3][C:2]1=[O:6].C(=O)([O-])[O-].[K+].[K+].C(=O)([O-])O.[K+].[CH2:18](Br)[C:19]1[CH:24]=[CH:23][CH:22]=[CH:21][CH:20]=1>C(C(C)=O)C(C)C.O>[C:19]1([CH2:18][N:3]2[CH2:4][CH2:5][S:1][C:2]2=[O:6])[CH:24]=[CH:23][CH:22]=[CH:21][CH:20]=1 |f:1.2.3,4.5|. Starting materials: CO, CCOC(=O)COC(c1cccc(Cl)c1F)C1CCCN(C(=O)OC(C)(C)C)C1, N. The product is CC(C)(C)OC(=O)N1CCCC(C(OCC(N)=O)c2cccc(Cl)c2F)C1. Reaction SMILES: [CH3:31][OH:32].[Cl:1][c:2]1[c:3]([F:29])[c:4]([CH:8]([CH:9]2[CH2:10][N:11]([C:15](=[O:16])[O:17][C:18]([CH3:19])([CH3:20])[CH3:21])[CH2:12][CH2:13][CH2:14]2)[O:22][CH2:23][C:24](=[O:25])[O:26][CH2:27][CH3:28])[cH:5][cH:6][cH:7]1.[NH3:30]>>[Cl:1][c:2]1[c:3]([F:29])[c:4]([CH:8]([CH:9]2[CH2:10][N:11]([C:15](=[O:16])[O:17][C:18]([CH3:19])([CH3:20])[CH3:21])[CH2:12][CH2:13][CH2:14]2)[O:22][CH2:23][C:24](=[O:25])[NH2:30])[cH:5][cH:6][cH:7]1.